From a dataset of the Open Reaction Database (ORD), a public repository of structured organic reaction records. describe an organic reaction: reactants, conditions, products, and yield Starting materials: BrC=1C=C(C2=CC=CC=C2C1)CO ((3-bromonaphthalen-1-yl)methanol), N1C=NC=C1 (imidazole), CC(C)[Si](C(C)C)(C(C)C)Cl (TIPSCl). Reagents/catalysts: CN(C)C=1C=CN=CC1 (DMAP). Run in CN(C)C=O (DMF), [Cl-].[NH4+] (ammonium chloride). Conditions: time 12 hour. The product is BrC=1C=C(C2=CC=CC=C2C1)CO[Si](C(C)C)(C(C)C)C(C)C (((3-Bromonaphthalen-1-yl)methoxy)triisopropylsilane). Yield: 96.0%. Reaction SMILES: [Br:1][C:2]1[CH:3]=[C:4]([CH2:12][OH:13])[C:5]2[C:10]([CH:11]=1)=[CH:9][CH:8]=[CH:7][CH:6]=2.N1C=CN=C1.[CH3:19][CH:20]([Si:22](Cl)([CH:26]([CH3:28])[CH3:27])[CH:23]([CH3:25])[CH3:24])[CH3:21]>CN(C=O)C.CN(C1C=CN=CC=1)C.[Cl-].[NH4+]>[Br:1][C:2]1[CH:3]=[C:4]([CH2:12][O:13][Si:22]([CH:26]([CH3:28])[CH3:27])([CH:23]([CH3:25])[CH3:24])[CH:20]([CH3:21])[CH3:19])[C:5]2[C:10]([CH:11]=1)=[CH:9][CH:8]=[CH:7][CH:6]=2 |f:5.6|. Procedure details: To a solution of (3-bromonaphthalen-1-yl)methanol in DMF (100 mL) was added imidazole (6.4 g, 93 mmol), DMAP (0.57 g, 4.7 mmol), and TIPSCl (15 mL, 70 mmol). The resulting solution was stirred at room temperature for 12 h, diluted with a saturated ammonium chloride and extracted with EtOAc. The organic layer was washed with water then brine, dried over anhydrous MgSO4, filtered and concentrated in vacuo. The crude residue was purified by column chromatography (3-10% EtOAc/hexanes) to yield the t...